From a dataset of the Open Reaction Database (ORD), a public repository of structured organic reaction records. describe an organic reaction: reactants, conditions, products, and yield Reactants: COc1cccc(N)c1, Cl, O=N[O-], [Na+], O, [Sn]. Reaction SMILES: [CH3:1][O:2][c:3]1[cH:4][c:5]([NH2:6])[cH:7][cH:8][cH:9]1.[ClH:15].[N:10]([O-:11])=[O:12].[Na+:13].[OH2:16].[Sn:14]>>[CH3:1][O:2][c:3]1[cH:4][c:5]([NH:6][NH2:10])[cH:7][cH:8][cH:9]1.[ClH:15]. Yields the product COc1cccc(NN)c1, Cl. Reactants: C1COCCO1, CCOC(=O)c1c(C)cc(C)[nH]c1=O, CC(=O)[O-], OB(O)c1ccc(F)cc1, c1ccncc1. The product is CCOC(=O)c1c(C)cc(C)n(-c2ccc(F)cc2)c1=O. As a reaction SMILES: [CH2:35]1[O:36][CH2:37][CH2:38][O:39][CH2:40]1.[CH3:1][c:2]1[c:3]([C:10](=[O:11])[O:12][CH2:13][CH3:14])[c:4](=[O:9])[nH:5][c:6]([CH3:8])[cH:7]1.[CH3:25][C:26](=[O:27])[O-:28].[OH:15][B:16]([OH:17])[c:18]1[cH:19][cH:20][c:21]([F:22])[cH:23][cH:24]1.[cH:29]1[cH:30][cH:31][n:32][cH:33][cH:34]1>>[CH3:1][c:2]1[c:3]([C:10](=[O:11])[O:12][CH2:13][CH3:14])[c:4](=[O:9])[n:5](-[c:18]2[cH:19][cH:20][c:21]([F:22])[cH:23][cH:24]2)[c:6]([CH3:8])[cH:7]1. The reactants are O=C1CCN(c2ccc(NS(=O)(=O)c3ccc(-n4nnn(CCCC5CCCC5)c4=O)cc3)cc2)CC1, NCC(O)COc1cccc2[nH]c(=O)[nH]c12. The product is O=c1[nH]c2cccc(OCC(O)CNC3CCN(c4ccc(NS(=O)(=O)c5ccc(-n6nnn(CCCC7CCCC7)c6=O)cc5)cc4)CC3)c2[nH]1. RXN SMILES: [CH:1]1([CH2:6][CH2:7][CH2:8][n:9]2[n:10][n:11][n:12](-[c:15]3[cH:16][cH:17][c:18]([S:21](=[O:22])(=[O:23])[NH:24][c:25]4[cH:26][cH:27][c:28]([N:31]5[CH2:32][CH2:33][C:34](=[O:37])[CH2:35][CH2:36]5)[cH:29][cH:30]4)[cH:19][cH:20]3)[c:13]2=[O:14])[CH2:2][CH2:3][CH2:4][CH2:5]1.[OH:38][CH:39]([CH2:40][O:41][c:42]1[cH:43][cH:44][cH:45][c:46]2[nH:47][c:48](=[O:51])[nH:49][c:50]12)[CH2:52][NH2:53]>>[CH:1]1([CH2:6][CH2:7][CH2:8][n:9]2[n:10][n:11][n:12](-[c:15]3[cH:16][cH:17][c:18]([S:21](=[O:22])(=[O:23])[NH:24][c:25]4[cH:26][cH:27][c:28]([N:31]5[CH2:32][CH2:33][CH:34]([NH:53][CH2:52][CH:39]([OH:38])[CH2:40][O:41][c:42]6[cH:43][cH:44][cH:45][c:46]7[nH:47][c:48](=[O:51])[nH:49][c:50]67)[CH2:35][CH2:36]5)[cH:29][cH:30]4)[cH:19][cH:20]3)[c:13]2=[O:14])[CH2:2][CH2:3][CH2:4][CH2:5]1. Starting materials: CCO, ClCCl, COc1cc(C(=O)N2Cc3cccn3Cc3ccccc32)ccc1[N+](=O)[O-], C1CCOC1. The product is COc1cc(C(=O)N2Cc3cccn3Cc3ccccc32)ccc1N. Reaction SMILES: [CH2:28]([OH:29])[CH3:30].[CH2:36]([Cl:37])[Cl:38].[N+:1]([O-:2])(=[O:3])[c:4]1[c:5]([O:26][CH3:27])[cH:6][c:7]([C:8](=[O:9])[N:10]2[CH2:11][c:12]3[n:13]([cH:21][cH:22][cH:23]3)[CH2:14][c:15]3[c:16]2[cH:17][cH:18][cH:19][cH:20]3)[cH:24][cH:25]1.[O:31]1[CH2:32][CH2:33][CH2:34][CH2:35]1>>[NH2:1][c:4]1[c:5]([O:26][CH3:27])[cH:6][c:7]([C:8](=[O:9])[N:10]2[CH2:11][c:12]3[n:13]([cH:21][cH:22][cH:23]3)[CH2:14][c:15]3[c:16]2[cH:17][cH:18][cH:19][cH:20]3)[cH:24][cH:25]1. Reactants: CC1=CC=C(C=C1C1=CC=C(C=C1)C(=O)OC)C(=O)NCCC (Methyl 6′-methyl-3′-[(propylamino)carbonyl]-1,1′-biphenyl-4-carboxylate), [OH-].[Na+] (sodium hydroxide). The solvent is CO (methanol). Run at time 2 hour. The product is CC1=CC=C(C=C1C1=CC=C(C=C1)C(=O)O)C(=O)NCCC (6′-methyl-3′-[(propylamino)carbonyl]-1,1′-biphenyl-4-carboxylic acid). Yield: 58.1%. Reaction SMILES: [CH3:1][C:2]1[C:7]([C:8]2[CH:13]=[CH:12][C:11]([C:14]([O:16]C)=[O:15])=[CH:10][CH:9]=2)=[CH:6][C:5]([C:18]([NH:20][CH2:21][CH2:22][CH3:23])=[O:19])=[CH:4][CH:3]=1.[OH-].[Na+]>CO>[CH3:1][C:2]1[C:7]([C:8]2[CH:9]=[CH:10][C:11]([C:14]([OH:16])=[O:15])=[CH:12][CH:13]=2)=[CH:6][C:5]([C:18]([NH:20][CH2:21][CH2:22][CH3:23])=[O:19])=[CH:4][CH:3]=1 |f:1.2|. Procedure: Methyl 6′-methyl-3′-[(propylamino)carbonyl]-1,1′-biphenyl-4-carboxylate (216 mg, 0.7 mmol) in methanol (4 ml) was mixed with aqueous sodium hydroxide (2N, 1 ml) and stirred at room temperature for 2 h. The methanol was evaporated, the reaction diluted with water (4 ml) and extracted with chloroform (2×5 ml). The aqueous was acidified with hydrochloric acid (2N, 2 ml) and extracted with chloroform (2×6 ml). Both sets of organic extracts were combined in methanol (4 ml) and stirred with aqueous so... Reactants: ClCCCCCS(=O)(=O)Cl (5-chloropentanesulfonyl chloride), C(CN)CO (n-propanolamine). Product: N,O-bis(5-chloropetanesulfonyl)propanolamine, OCCCNS(=O)(=O)CCCCCCl (N-(3-hydroxypropyl)-5-chloropentanesulfonamide). As a reaction SMILES: [Cl:1][CH2:2][CH2:3][CH2:4][CH2:5][CH2:6][S:7](Cl)(=[O:9])=[O:8].[CH2:11]([CH2:14][OH:15])[CH2:12][NH2:13]>>[OH:15][CH2:14][CH2:11][CH2:12][NH:13][S:7]([CH2:6][CH2:5][CH2:4][CH2:3][CH2:2][Cl:1])(=[O:9])=[O:8]. Procedure details: The reaction was carried out in the same manner as in Preparation Example 4 except for using 5-chloropentanesulfonyl chloride (3.08 g, 15 mmol) in place of 6-chlorohexanesulfonyl chloride, and n-propanolamine (2.48 g, 33 mmol) in place of ethanolamine in Preparation Example 4, to give a by-product [N,O-bis(5-chloropetanesulfonyl)propanolamine] from a first eluted fraction in the amount of 0.64 g and N-(3-hydroxypropyl)-5-chloropentanesulfonamide from a second eluted fraction as a colorless waxy ... Reactants: CC(C)(C)OC(=O)N(Cc1cccc2nccn12)c1ccc(CCNS(=O)(=O)C(F)(F)F)cc1, CN(C)c1ccncc1, ClC(Cl)Cl, O=C(Cl)C(Cl)(Cl)Cl, [Na+], O=C([O-])O. Product: CC(C)(C)OC(=O)N(Cc1cccc2ncc(C(=O)C(Cl)(Cl)Cl)n12)c1ccc(CCNS(=O)(=O)C(F)(F)F)cc1. RXN SMILES: [C:1]([CH3:2])([CH3:3])([CH3:4])[O:5][C:6](=[O:7])[N:8]([c:9]1[cH:10][cH:11][c:12]([CH2:15][CH2:16][NH:17][S:18](=[O:19])(=[O:20])[C:21]([F:22])([F:23])[F:24])[cH:13][cH:14]1)[CH2:25][c:26]1[cH:27][cH:28][cH:29][c:30]2[n:31]1[cH:32][cH:33][n:34]2.[CH3:47][N:48]([c:49]1[cH:50][cH:51][n:52][cH:53][cH:54]1)[CH3:55].[CH:56]([Cl:57])([Cl:58])[Cl:59].[Cl:35][C:36]([C:37](=[O:38])[Cl:39])([Cl:40])[Cl:41].[Na+:42].[OH:43][C:44](=[O:45])[O-:46]>>[C:1]([CH3:2])([CH3:3])([CH3:4])[O:5][C:6](=[O:7])[N:8]([c:9]1[cH:10][cH:11][c:12]([CH2:15][CH2:16][NH:17][S:18](=[O:19])(=[O:20])[C:21]([F:22])([F:23])[F:24])[cH:13][cH:14]1)[CH2:25][c:26]1[cH:27][cH:28][cH:29][c:30]2[n:31]1[c:32]([C:37]([C:36]([Cl:35])([Cl:40])[Cl:41])=[O:38])[cH:33][n:34]2.